describe an organic reaction: reactants, conditions, products, and yield From a dataset of the Open Reaction Database (ORD), a public repository of structured organic reaction records. Starting materials: ClCCl, O=S(=O)(Cl)c1ccccc1, c1ccncc1, CC(C)C(=O)Nc1cc(C(=O)Nc2ncc[nH]2)c2nc(NC(=O)c3cc4ccccc4cn3)[nH]c2c1. Yields the product O=C(Nc1nc2cc(NS(=O)(=O)c3ccccc3)cc(C(=O)Nc3ncc[nH]3)c2[nH]1)c1cc2ccccc2cn1. RXN SMILES: [Cl:53][CH2:54][Cl:55].[c:37]1([S:43](=[O:44])(=[O:45])[Cl:46])[cH:38][cH:39][cH:40][cH:41][cH:42]1.[cH:47]1[cH:48][cH:49][n:50][cH:51][cH:52]1.[nH:1]1[c:2]([NH:6][C:7](=[O:8])[c:9]2[cH:10][c:11]([NH:31][C:32](=[O:33])[CH:34]([CH3:35])[CH3:36])[cH:12][c:13]3[nH:14][c:15]([NH:18][C:19](=[O:20])[c:21]4[n:22][cH:23][c:24]5[cH:25][cH:26][cH:27][cH:28][c:29]5[cH:30]4)[n:16][c:17]23)[n:3][cH:4][cH:5]1>>[nH:1]1[c:2]([NH:6][C:7](=[O:8])[c:9]2[cH:10][c:11]([NH:31][S:43]([c:37]3[cH:38][cH:39][cH:40][cH:41][cH:42]3)(=[O:44])=[O:45])[cH:12][c:13]3[n:14][c:15]([NH:18][C:19](=[O:20])[c:21]4[n:22][cH:23][c:24]5[cH:25][cH:26][cH:27][cH:28][c:29]5[cH:30]4)[nH:16][c:17]23)[n:3][cH:4][cH:5]1. Reactants: C=CCCCN(C)C(=O)NC(C(=O)OC)C(C)(C)C, [Li+], C1CCOC1, [OH-]. Product: C=CCCCN(C)C(=O)NC(C(=O)O)C(C)(C)C. Reaction SMILES: [CH3:1][C:2]([CH:3]([NH:4][C:5](=[O:6])[N:7]([CH2:8][CH2:9][CH2:10][CH:11]=[CH2:12])[CH3:13])[C:14](=[O:15])[O:16][CH3:17])([CH3:18])[CH3:19].[Li+:20].[O:22]1[CH2:23][CH2:24][CH2:25][CH2:26]1.[OH-:21]>>[CH3:1][C:2]([CH:3]([NH:4][C:5](=[O:6])[N:7]([CH2:8][CH2:9][CH2:10][CH:11]=[CH2:12])[CH3:13])[C:14](=[O:15])[OH:16])([CH3:18])[CH3:19]. The reactants are [OH-].[Na+] (Sodium hydroxide), solution, C(C)OC(=O)C=1C(=C(C=2N(C1)C(=NN2)C)Cl)NC2=C(C=C(C=C2)Br)Cl (7-(4-bromo-2-chlorophenylamino)-8-chloro-3-methyl-[1,2,4]triazolo[4,3-a]pyridine-6-carboxylic acid ethyl ester), C1CCOC1 (THF), Cl (HCl). Run in O (water), [Cl-].[Na+].O (brine). Reaction conditions: time 16 hour. Product: BrC1=CC(=C(C=C1)NC1=C(C=2N(C=C1C(=O)O)C(=NN2)C)Cl)Cl (7-(4-bromo-2-chlorophenylamino)-8-chloro-3-methyl-[1,2,4]triazolo[4,3-a]pyridine-6-carboxylic acid). RXN SMILES: [OH-].[Na+].C([O:5][C:6]([C:8]1[C:9]([NH:19][C:20]2[CH:25]=[CH:24][C:23]([Br:26])=[CH:22][C:21]=2[Cl:27])=[C:10]([Cl:18])[C:11]2[N:12]([C:14]([CH3:17])=[N:15][N:16]=2)[CH:13]=1)=[O:7])C.C1COCC1.Cl>[Cl-].[Na+].O.O>[Br:26][C:23]1[CH:24]=[CH:25][C:20]([NH:19][C:9]2[C:8]([C:6]([OH:7])=[O:5])=[CH:13][N:12]3[C:14]([CH3:17])=[N:15][N:16]=[C:11]3[C:10]=2[Cl:18])=[C:21]([Cl:27])[CH:22]=1 |f:0.1,5.6.7|. Reported procedure: Sodium hydroxide (715 μL of a 1 M solution) was added to a solution of 7-(4-bromo-2-chlorophenylamino)-8-chloro-3-methyl-[1,2,4]triazolo[4,3-a]pyridine-6-carboxylic acid ethyl ester (51a) (79 mg, 179 mmol) in 3:1 THF:water (4.5 mL). After 16 hours, the reaction mixture was poured into a separatory funnel, diluted with brine and acidified with 1 M HCl to about pH 2. The aqueous layer was extracted with 1:1 EtOAc/THF. The combined organic extracts were dried (Na2SO4) and concentrated and the resid... Reactants: C(C)C=1C(=NN(C1C1=CC=C(C=C1)C1=CN=CS1)C=1C=CC(=NC1)S(=O)(=O)N)C(F)(F)F (5-[4-ethyl-5-[4-(1,3-thiazol-5-yl)phenyl]-3-(trifluoromethyl)-1H-pyrazol-1-yl]-2-pyridinesulfonamide), ClC=1C(=NN(C1C1=CC=C(C=C1)C=1N=CSC1)C=1C=CC(=NC1)S(=O)(=O)N)C(F)(F)F (5-{4-chloro-5-[4-(1,3-thiazol-4-yl)phenyl]-3-(trifluoromethyl)-1H-pyrazol-1-yl}-2-pyridinesulfonamide). Yields the product Cl.C(C)C=1C(=NN(C1C1=CC=C(C=C1)C1=CN=CS1)C=1C=CC(=NC1)S(=O)(=O)N)C(F)(F)F (5-[4-Ethyl-5-[4-(1,3-thiazol-5-yl)phenyl]-3-(trifluoromethyl)-1H-pyrazol-1-yl]-2-pyridinesulfonamide Hydrochloride). Reaction SMILES: [CH2:1]([C:3]1[C:4]([C:29]([F:32])([F:31])[F:30])=[N:5][N:6]([C:19]2[CH:20]=[CH:21][C:22]([S:25]([NH2:28])(=[O:27])=[O:26])=[N:23][CH:24]=2)[C:7]=1[C:8]1[CH:13]=[CH:12][C:11]([C:14]2[S:18][CH:17]=[N:16][CH:15]=2)=[CH:10][CH:9]=1)[CH3:2].[Cl:33]C1C(C(F)(F)F)=NN(C2C=CC(S(N)(=O)=O)=NC=2)C=1C1C=CC(C2N=CSC=2)=CC=1>>[ClH:33].[CH2:1]([C:3]1[C:4]([C:29]([F:32])([F:31])[F:30])=[N:5][N:6]([C:19]2[CH:20]=[CH:21][C:22]([S:25]([NH2:28])(=[O:27])=[O:26])=[N:23][CH:24]=2)[C:7]=1[C:8]1[CH:13]=[CH:12][C:11]([C:14]2[S:18][CH:17]=[N:16][CH:15]=2)=[CH:10][CH:9]=1)[CH3:2] |f:2.3|. Procedure: The title compound was prepared according to the procedure of Example 4 step 4 using 5-[4-ethyl-5-[4-(1,3-thiazol-5-yl)phenyl]-3-(trifluoromethyl)-1H-pyrazol-1-yl]-2-pyridinesulfonamide, instead of 5-{4-chloro-5-[4-(1,3-thiazol-4-yl)phenyl]-3-(trifluoromethyl)-1H-pyrazol-1-yl}-2-pyridinesulfonamide. Starting materials: C1CCOC1, CC(=O)O, COC(=O)C1=Cc2cc(-c3ccc(OCCOC(C)C)cc3)ccc2NCC1, O=COC=O, O=CO. Yields the product COC(=O)C1=Cc2cc(-c3ccc(OCCOC(C)C)cc3)ccc2N(C=O)CC1. Reaction SMILES: [CH2:41]1[O:42][CH2:43][CH2:44][CH2:45]1.[CH3:1][C:2]([OH:3])=[O:4].[CH3:8][CH:9]([CH3:10])[O:11][CH2:12][CH2:13][O:14][c:15]1[cH:16][cH:17][c:18](-[c:21]2[cH:22][cH:23][c:24]3[c:25]([cH:35]2)[CH:26]=[C:27]([C:31](=[O:32])[O:33][CH3:34])[CH2:28][CH2:29][NH:30]3)[cH:19][cH:20]1.[CH:36]([O:37][CH:38]=[O:39])=[O:40].[CH:5]([OH:6])=[O:7]>>[CH:2](=[O:3])[N:30]1[c:24]2[cH:23][cH:22][c:21](-[c:18]3[cH:17][cH:16][c:15]([O:14][CH2:13][CH2:12][O:11][CH:9]([CH3:8])[CH3:10])[cH:20][cH:19]3)[cH:35][c:25]2[CH:26]=[C:27]([C:31](=[O:32])[O:33][CH3:34])[CH2:28][CH2:29]1.